From a dataset of the Open Reaction Database (ORD), a public repository of structured organic reaction records. describe an organic reaction: reactants, conditions, products, and yield The reactants are CN(C)C=O, O=C(Oc1ccccc1)c1cc([N+](=O)[O-])cc(C(=O)Oc2ccccc2)c1C(=O)Oc1ccccc1. The product is Nc1cc(C(=O)Oc2ccccc2)c(C(=O)Oc2ccccc2)c(C(=O)Oc2ccccc2)c1. RXN SMILES: [CH3:37][N:38]([CH3:39])[CH:40]=[O:41].[c:1]1([O:7][C:8](=[O:9])[c:10]2[c:11]([C:28](=[O:29])[O:30][c:31]3[cH:32][cH:33][cH:34][cH:35][cH:36]3)[c:12]([C:19](=[O:20])[O:21][c:22]3[cH:23][cH:24][cH:25][cH:26][cH:27]3)[cH:13][c:14]([N+:16]([O-:17])=[O:18])[cH:15]2)[cH:2][cH:3][cH:4][cH:5][cH:6]1>>[c:1]1([O:7][C:8](=[O:9])[c:10]2[c:11]([C:28](=[O:29])[O:30][c:31]3[cH:32][cH:33][cH:34][cH:35][cH:36]3)[c:12]([C:19](=[O:20])[O:21][c:22]3[cH:23][cH:24][cH:25][cH:26][cH:27]3)[cH:13][c:14]([NH2:16])[cH:15]2)[cH:2][cH:3][cH:4][cH:5][cH:6]1. Starting materials: C(C)OC(=O)C=1C(=C(NC1C)C(=O)O)C (3,5-dimethyl-1H-pyrrole-2,4-dicarboxylic acid 4-ethyl ester), S(=S)(=O)([O-])[O-].[Na+].[Na+] (sodium thiosulfate), [I-].[K+] (potassium iodide), II (iodine). Solvent: ClCCl (dichloromethane), O (water), O (water). The product is C(C)OC(=O)C1=C(NC(=C1C)I)C (5-iodo-2,4-dimethyl-1H-pyrrole-3-carboxylic acid ethyl ester). Yield: 80.9%. RXN SMILES: [CH2:1]([O:3][C:4]([C:6]1[C:7]([CH3:15])=[C:8](C(O)=O)[NH:9][C:10]=1[CH3:11])=[O:5])[CH3:2].[I-:16].[K+].II.S([O-])([O-])(=O)=S.[Na+].[Na+]>ClCCl.O>[CH2:1]([O:3][C:4]([C:6]1[C:7]([CH3:15])=[C:8]([I:16])[NH:9][C:10]=1[CH3:11])=[O:5])[CH3:2] |f:1.2,4.5.6|. Procedure details: 3,5-dimethyl-1H-pyrrole-2,4-dicarboxylic acid 4-ethyl ester 6c (3.65 g, 17.3 mmol) was dissolved in the solvent mixture of 100 mL of dichloromethane and 10 mL of water followed by addition of potassium iodide (11.5 g, 69.2 mmol) and iodine (4.39 g, 17.3 mmol). Upon completion of the addition, the reaction mixture was heated to reflux for 2 hours. The reaction was monitored by TLC until the disappearance of the starting materials. The mixture was cooled to room temperature and then 20 mL of water... Starting materials: C(C)(C)(C)C=1C=C(C=O)C=CC1N1CCCCC1 (3-tert-butyl-4-piperidin-1-ylbenzaldehyde), solution, C(#C)[Mg]Br (ethynylmagnesium bromide). The product is C(C)(C)(C)C=1C=C(C=CC1N1CCCCC1)C(C#C)O (1-(3-tert-Butyl-4-piperidin-1-ylphenyl)prop-2-yn-1-ol), oil. Yield: 82.0%. As a reaction SMILES: [C:1]([C:5]1[CH:6]=[C:7]([CH:10]=[CH:11][C:12]=1[N:13]1[CH2:18][CH2:17][CH2:16][CH2:15][CH2:14]1)[CH:8]=[O:9])([CH3:4])([CH3:3])[CH3:2].[C:19]([Mg]Br)#[CH:20]>>[C:1]([C:5]1[CH:6]=[C:7]([CH:8]([OH:9])[C:19]#[CH:20])[CH:10]=[CH:11][C:12]=1[N:13]1[CH2:18][CH2:17][CH2:16][CH2:15][CH2:14]1)([CH3:4])([CH3:2])[CH3:3]. Reported procedure: In a manner analogous to example 1 e, the process is carried out by a reaction of 1 g (4 mmol) of 3-tert-butyl-4-piperidin-1-ylbenzaldehyde with 12 ml (6 mmol) of a 0.5M solution of ethynylmagnesium bromide. 890 mg of 1-(3-tert-Butyl-4-piperidin-1-ylphenyl)prop-2-yn-1-ol are obtained in the form of a colourless oil (yield=82%). Isolated yield 100.0%. Conditions: time 4 hour. Reagents/catalysts: [Pd] (palladium/carbon). Starting materials: C(C)OC(=O)OC1=C(C(=C(C(=C1)[N+](=O)[O-])F)F)F (O-ethoxycarbonyl-2,3,4-trifluoro-5-nitrophenol), [H][H] (hydrogen). The product is NC=1C(=C(C(=C(C1)OC(=O)OCC)F)F)F (5-amino-O-ethoxycarbonyl-2,3,4-trifluorophenol). The solvent is C(C)(=O)OCC (ethyl acetate). As a reaction SMILES: [CH2:1]([O:3][C:4]([O:6][C:7]1[CH:12]=[C:11]([N+:13]([O-])=O)[C:10]([F:16])=[C:9]([F:17])[C:8]=1[F:18])=[O:5])[CH3:2].[H][H]>C(OCC)(=O)C.[Pd]>[NH2:13][C:11]1[C:10]([F:16])=[C:9]([F:17])[C:8]([F:18])=[C:7]([O:6][C:4]([O:3][CH2:1][CH3:2])=[O:5])[CH:12]=1. Procedure: 1.43 g (5.40 mmol) of the above O-ethoxycarbonyl-2,3,4-trifluoro-5-nitrophenol was dissolved in 20 mL of ethyl acetate under argon atmosphere, 200 mg of 10% palladium/carbon was added thereto, the gaseous phase in the reaction vessel was substituted with hydrogen and the mixture was stirred at room temperature for 4 hours. The reaction solution was filtered and the solvent was distilled off under reduced pressure to give 1.27 g of 5-amino-O-ethoxycarbonyl-2,3,4-trifluorophenol (yield: 100%). The reactants are ClC1=CC=C(C(=O)N(C2=C(C=CC=C2C)C)CC(=O)O)C=C1 (N-(p-chlorobenzoyl)-2-(2,6-dimethylanilino)acetic acid), N1[C@H](C(=O)OCC)CCC1 (ethyl L-prolinate). The product is ClC1=CC=C(C(=O)N(C2=C(C=CC=C2C)C)CC(=O)N2[C@H](C(=O)OCC)CCC2)C=C1 (ethyl N-[N-(p-chlorobenzoyl)-2-(2,6-dimethylanilino)acetyl]-L-prolinate). RXN SMILES: [Cl:1][C:2]1[CH:22]=[CH:21][C:5]([C:6]([N:8]([CH2:17][C:18](O)=[O:19])[C:9]2[C:14]([CH3:15])=[CH:13][CH:12]=[CH:11][C:10]=2[CH3:16])=[O:7])=[CH:4][CH:3]=1.[NH:23]1[CH2:32][CH2:31][CH2:30][C@H:24]1[C:25]([O:27][CH2:28][CH3:29])=[O:26]>>[Cl:1][C:2]1[CH:22]=[CH:21][C:5]([C:6]([N:8]([CH2:17][C:18]([N:23]2[CH2:32][CH2:31][CH2:30][C@H:24]2[C:25]([O:27][CH2:28][CH3:29])=[O:26])=[O:19])[C:9]2[C:10]([CH3:16])=[CH:11][CH:12]=[CH:13][C:14]=2[CH3:15])=[O:7])=[CH:4][CH:3]=1. Reported procedure: Analogously to Example 1, by using equivalent quantities, reacting N-(p-chlorobenzoyl)-2-(2,6-dimethylanilino)acetic acid and ethyl L-prolinate and suitable processing produces ethyl N-[N-(p-chlorobenzoyl)-2-(2,6-dimethylanilino)acetyl]-L-prolinate (oil), saponification of which and processing of the reaction product yields N-[N-(p-chlorobenzoyl)-2-(2,6-dimethylanilino)acetyl]-L-proline (M.P. 199°). Reactants: [Al+3], O=C(Cl)c1ccc2c(c1)OCO2, Cc1c[nH]c(=O)[nH]1, [Cl-], [Cl-], [Cl-], O=[N+]([O-])c1ccccc1. Yields the product Cc1[nH]c(=O)[nH]c1C(=O)c1ccc2c(c1)OCO2. Reaction SMILES: [Al+3:9].[CH2:21]1[O:22][c:23]2[cH:24][c:25]([C:26](=[O:27])[Cl:28])[cH:29][cH:30][c:31]2[O:32]1.[CH3:1][c:2]1[nH:3][c:4](=[O:7])[nH:5][cH:6]1.[Cl-:10].[Cl-:11].[Cl-:8].[O-:12][N+:13]([c:14]1[cH:15][cH:16][cH:17][cH:18][cH:19]1)=[O:20]>>[CH3:1][c:2]1[nH:3][c:4](=[O:7])[nH:5][c:6]1[C:26]([c:25]1[cH:24][c:23]2[c:31]([cH:30][cH:29]1)[O:32][CH2:21][O:22]2)=[O:27]. The reactants are ClC1=C(C(=C(C=N1)N)C=1C(=NC=CC1)F)F (6′-chloro-2,5′-difluoro-[3,4′]bipyridinyl-3′-ylamine), C[Si](C)(C)[N-][Si](C)(C)C.[Na+] (sodium bis(trimethylsilyl)amide). Solvent: C1CCOC1 (THF). Conditions: temperature 40 celsius, time 1 hour. Product: ClC1=C(C=2C3=C(NC2C=N1)N=CC=C3)F (6-Chloro-5-fluoro-9H-dipyrido[2,3-b;4′3′-d]pyrrole). The yield is 63.6%. Reaction SMILES: [Cl:1][C:2]1[N:7]=[CH:6][C:5]([NH2:8])=[C:4]([C:9]2[C:10](F)=[N:11][CH:12]=[CH:13][CH:14]=2)[C:3]=1[F:16].C[Si]([N-][Si](C)(C)C)(C)C.[Na+]>C1COCC1>[Cl:1][C:2]1[N:7]=[CH:6][C:5]2[NH:8][C:10]3[N:11]=[CH:12][CH:13]=[CH:14][C:9]=3[C:4]=2[C:3]=1[F:16] |f:1.2|. Procedure details: A solution of 6′-chloro-2,5′-difluoro-[3,4′]bipyridinyl-3′-ylamine (70 g, 290 mmol) in THF (300 mL) was added dropwise to a solution of sodium bis(trimethylsilyl)amide (720 mL, 1M in THF, 720 mmol) at such a rate that the reaction temperature was maintained at 40° C. When the addition was complete the mixture was stirred for ca. 1 hour at ambient temperature. The bulk of the solvent was evaporated in-vacuo and the residue poured into ice-cold 1N hydrochloric acid. The resulting slurry was filter...